This data is from the Open Reaction Database (ORD), a public repository of structured organic reaction records. The task is: describe an organic reaction: reactants, conditions, products, and yield Starting materials: COc1ccc2c(c1)C13CCN(C#N)C(C2)C1CC(C)C(=O)C3, Cl. The product is Cl, COc1ccc2c(c1)C13CCNC(C2)C1CC(C)C(=O)C3. RXN SMILES: [C:1](#[N:2])[N:3]1[CH:4]2[CH:5]3[CH2:6][CH:7]([CH3:23])[C:8](=[O:22])[CH2:9][C:10]3([c:11]3[cH:12][c:13]([O:18][CH3:19])[cH:14][cH:15][c:16]3[CH2:17]2)[CH2:20][CH2:21]1.[ClH:24]>>[ClH:24].[NH:3]1[CH:4]2[CH:5]3[CH2:6][CH:7]([CH3:23])[C:8](=[O:22])[CH2:9][C:10]3([c:11]3[cH:12][c:13]([O:18][CH3:19])[cH:14][cH:15][c:16]3[CH2:17]2)[CH2:20][CH2:21]1.